This data is from the Open Reaction Database (ORD), a public repository of structured organic reaction records. The task is: describe an organic reaction: reactants, conditions, products, and yield The reactants are CCOC(=O)Cc1cc(C)cn1C, CN(C)CCCN, O=C(Cl)c1ccc(Cl)cc1Cl, O, Cc1ccccc1C. Yields the product CCOC(=O)Cc1cc(C)c(C(=O)c2ccc(Cl)cc2Cl)n1C. RXN SMILES: [CH3:1][n:2]1[c:3]([CH2:8][C:9](=[O:10])[O:11][CH2:12][CH3:13])[cH:4][c:5]([CH3:7])[cH:6]1.[CH3:25][N:26]([CH3:27])[CH2:28][CH2:29][CH2:30][NH2:31].[Cl:14][c:15]1[c:16]([C:17](=[O:18])[Cl:19])[cH:20][cH:21][c:22]([Cl:24])[cH:23]1.[OH2:40].[c:32]1([CH3:33])[c:34]([CH3:35])[cH:36][cH:37][cH:38][cH:39]1>>[CH3:1][n:2]1[c:3]([CH2:8][C:9](=[O:10])[O:11][CH2:12][CH3:13])[cH:4][c:5]([CH3:7])[c:6]1[C:17]([c:16]1[c:15]([Cl:14])[cH:23][c:22]([Cl:24])[cH:21][cH:20]1)=[O:18].